Dataset: the Open Reaction Database (ORD), a public repository of structured organic reaction records. Task: describe an organic reaction: reactants, conditions, products, and yield Reaction conditions: temperature 80 celsius. Solvent: O (water). The reactants are ClC1=C(OC=2SC(=CN2)C=O)C=CC(=C1)OC (2-(2-chloro-4-methoxyphenoxy)-1,3-thiazole-5-carbaldehyde), N1=CC=CC=C1 (pyridine), Cl.NO (hydroxylamine hydrochloride). Yield: 95.8%. Procedure details: To a solution of Example 30B (13.05 g, 48.4 mmol) in pyridine (38.8 g, 484 mmol) was added hydroxylamine hydrochloride (33.7 g, 484 mmol). The mixture was heated at 80° C. for 0.5 hours, cooled to ambient temperature, treated with water (1000 mL) and filtered. The collected solids were dried in a vacuum oven to provide 13.2 g of the title compound (96%) as an off-white solid. 1H NMR (300 MHz, DMSO-d6) δ ppm 3.82 (s, 3H) 7.03 (dd, J=9.01, 3.13 Hz, 1H) 7.25 (d, J=2.94 Hz, 1H) 7.52 (d, J=8.82 Hz, 1... RXN SMILES: [Cl:1][C:2]1[CH:15]=[C:14]([O:16][CH3:17])[CH:13]=[CH:12][C:3]=1[O:4][C:5]1[S:6][C:7]([CH:10]=O)=[CH:8][N:9]=1.N1C=CC=CC=1.Cl.[NH2:25][OH:26]>O>[Cl:1][C:2]1[CH:15]=[C:14]([O:16][CH3:17])[CH:13]=[CH:12][C:3]=1[O:4][C:5]1[S:6][C:7]([CH:10]=[N:25][OH:26])=[CH:8][N:9]=1 |f:2.3|. The product is ClC1=C(OC=2SC(=CN2)C=NO)C=CC(=C1)OC (2-chloro-4-methoxyphenoxy-1,3-thiazole-5-carbaldehyde oxime). Starting materials: CCOC(=O)C=Cc1ccc(CNC(=O)c2ccc(N3CCCC3)cc2)cc1, O=S(=O)(Cc1ccc(CO)cc1)Nc1cccnc1. The product is CCOC(=O)C=Cc1ccc(CS(=O)(=O)Nc2cccnc2)cc1. Reaction SMILES: [CH2:1]([CH3:2])[O:3][C:4]([CH:5]=[CH:6][c:7]1[cH:8][cH:9][c:10]([CH2:13][NH:14][C:15](=[O:16])[c:17]2[cH:18][cH:19][c:20]([N:21]3[CH2:22][CH2:23][CH2:24][CH2:25]3)[cH:26][cH:27]2)[cH:11][cH:12]1)=[O:28].[OH:29][CH2:30][c:31]1[cH:32][cH:33][c:34]([CH2:35][S:38](=[O:39])(=[O:40])[NH:41][c:42]2[cH:43][n:44][cH:45][cH:46][cH:47]2)[cH:36][cH:37]1>>[CH2:1]([CH3:2])[O:3][C:4]([CH:5]=[CH:6][c:7]1[cH:8][cH:9][c:10]([CH2:13][S:38](=[O:39])(=[O:40])[NH:41][c:42]2[cH:43][n:44][cH:45][cH:46][cH:47]2)[cH:11][cH:12]1)=[O:28]. Reactants: CC1([C@@H](N2[C@H](S1)[C@@H](C2=O)N)C(=O)O)C (6-aminopenicillanic acid), COC1=CC=C(CN)C=C1 (4-methoxybenzylamine), ClC(=O)OCC (ethyl chloroformate), C1(=CC=CC=C1)C(C1=CC=CC=C1)(C1=CC=CC=C1)Cl (triphenylmethyl chloride), ice. Run in C(Cl)(Cl)Cl (chloroform), C(C)N(CC)CC (triethylamine), C(C)N(CC)CC (triethylamine), C(Cl)(Cl)Cl (chloroform). Conditions: time 64 hour. Yields the product C1(=CC=CC=C1)C(C1=CC=CC=C1)(C1=CC=CC=C1)NC1[C@@H]2N(C(C(S2)(C)C)C(NCC2=CC=C(C=C2)C)=O)C1=O (6-(triphenylmethylamino)-2,2-dimethyl-3-(N-[4-methylbenzyl]carbamoyl)penam). RXN SMILES: [CH3:1][C:2]1([CH3:14])[S:6][C@@H:5]2[C@H:7]([NH2:10])[C:8](=[O:9])[N:4]2[C@H:3]1[C:11]([OH:13])=O.[C:15]1([C:21](Cl)([C:28]2[CH:33]=[CH:32][CH:31]=[CH:30][CH:29]=2)[C:22]2[CH:27]=[CH:26][CH:25]=[CH:24][CH:23]=2)[CH:20]=[CH:19][CH:18]=[CH:17][CH:16]=1.ClC(O[CH2:39][CH3:40])=O.COC1[CH:50]=[CH:49][C:46]([CH2:47][NH2:48])=[CH:45][CH:44]=1>C(Cl)(Cl)Cl.C(N(CC)CC)C>[C:15]1([C:21]([NH:10][CH:7]2[C:8](=[O:9])[N:4]3[CH:3]([C:11](=[O:13])[NH:48][CH2:47][C:46]4[CH:49]=[CH:50][C:39]([CH3:40])=[CH:44][CH:45]=4)[C:2]([CH3:1])([CH3:14])[S:6][C@H:5]23)([C:28]2[CH:33]=[CH:32][CH:31]=[CH:30][CH:29]=2)[C:22]2[CH:27]=[CH:26][CH:25]=[CH:24][CH:23]=2)[CH:20]=[CH:19][CH:18]=[CH:17][CH:16]=1. Reported procedure: To a stirred slurry of 86.4 g. (0.4 mole) of 6-aminopenicillanic acid in 600 ml. of anhydrous chloroform is added 111.2 ml. (0.8 mole) of triethylamine, and the mixture is stirred at ambient temperature until a clear solution is obtained (ca. 15 minutes). To this solution is then added, portionwise over about 25 minutes, 134.9 g. (0.44 mole), of 90% pure triphenylmethyl chloride, at ambient temperature. Stirring is continued for a further 64 hours, and then 5.6 ml. of triethylamine is added. The... The reactants are CC#N, COc1cc(OC)nc(Oc2cccc3c2C(=O)OC3Cl)n1, [K+], C1COCCOCCOCCOCCOCCO1, N#C[S-]. The product is COc1cc(OC)nc(Oc2cccc3c2C(=O)OC3SC#N)n1. As a reaction SMILES: [CH3:45][C:46]#[N:47].[Cl:1][CH:2]1[O:3][C:4](=[O:5])[c:6]2[c:7]([O:12][c:13]3[n:14][c:15]([O:21][CH3:22])[cH:16][c:17]([O:19][CH3:20])[n:18]3)[cH:8][cH:9][cH:10][c:11]21.[K+:23].[O:27]1[CH2:28][CH2:29][O:30][CH2:31][CH2:32][O:33][CH2:34][CH2:35][O:36][CH2:37][CH2:38][O:39][CH2:40][CH2:41][O:42][CH2:43][CH2:44]1.[S-:24][C:25]#[N:26]>>[CH:2]1([S:24][C:25]#[N:26])[O:3][C:4](=[O:5])[c:6]2[c:7]([O:12][c:13]3[n:14][c:15]([O:21][CH3:22])[cH:16][c:17]([O:19][CH3:20])[n:18]3)[cH:8][cH:9][cH:10][c:11]21. Starting materials: ClC1=CC(=CC=C1)C(=O)OO (3-chloroperbenzoic acid), C(CC)S(=O)C1=CC=CC(=N1)C=1SC2=C(C(N1)=O)C=CC=C2 (2-(6-propylsulfinyl-2-pyridyl)-4H-1,3-benzothiazine-4-one). The solvent is C(C)(=O)OCC (ethyl acetate), C(C)(=O)OCC (ethyl acetate). The product is C(CC)S(=O)(=O)C1=CC=CC(=N1)C=1SC2=C(C(N1)=O)C=CC=C2 (2-(6-Propylsulfonyl-2-pyridyl)-4H-1,3-benzothiazine-4-one). Isolated yield 40.6%. RXN SMILES: ClC1C=CC=C(C(OO)=[O:9])C=1.[CH2:12]([S:15]([C:17]1[N:22]=[C:21]([C:23]2[S:24][C:25]3[CH:33]=[CH:32][CH:31]=[CH:30][C:26]=3[C:27](=[O:29])[N:28]=2)[CH:20]=[CH:19][CH:18]=1)=[O:16])[CH2:13][CH3:14]>C(OCC)(=O)C>[CH2:12]([S:15]([C:17]1[N:22]=[C:21]([C:23]2[S:24][C:25]3[CH:33]=[CH:32][CH:31]=[CH:30][C:26]=3[C:27](=[O:29])[N:28]=2)[CH:20]=[CH:19][CH:18]=1)(=[O:9])=[O:16])[CH2:13][CH3:14]. Reported procedure: A solution of 3-chloroperbenzoic acid (ca. 50%, 0.44 g, 1.2 mmol) in ethyl acetate (10 ml) was added dropwise to a solution of 2-(6-propylsulfinyl-2-pyridyl)-4H-1,3-benzothiazine-4-one (0.20 g, 0.64 mmol), which was obtained in Example 60, in ethyl acetate (50 ml) with stirring. The reaction mixture was stirred at room temperature for 18 hrs, washed with saturated aqueous sodium hydrogen carbonate solution (50 ml×2) and saturated brine, dried (MgSO4) and concentrated under reduced pressure. The ... Reactants: C(C)(=O)C=1C=C2C(=CC(=NC2=C(C1O)CCC)C(=O)OC)Cl (Methyl 6-acetyl-4-chloro-7-hydroxy-8-propyl-quinoline-2-carboxylate), C(C(=O)OCC)(=O)OCC (diethyl oxalate), CCOCC (ether). The solvent is CN(C=O)C (dimethylformamide). Reaction conditions: time 20 minute. Yields the product ClC1=CC(=NC2=C(C3=C(C=C12)C(C=C(O3)C(=O)OCC)=O)CCC)C(=O)OCC (Diethyl 6-chloro-4-oxo-10-propyl-4H-pyrano[3,2-g]quinoline-2,8-dicarboxylate). Reaction SMILES: [C:1]([C:4]1[CH:5]=[C:6]2[C:11](=[C:12]([CH2:15][CH2:16][CH3:17])[C:13]=1[OH:14])[N:10]=[C:9]([C:18]([O:20][CH3:21])=[O:19])[CH:8]=[C:7]2[Cl:22])(=[O:3])[CH3:2].[C:23](OCC)(=O)[C:24]([O:26][CH2:27][CH3:28])=[O:25].[CH3:33]COCC>CN(C)C=O>[Cl:22][C:7]1[C:6]2[C:11](=[C:12]([CH2:15][CH2:16][CH3:17])[C:13]3[O:14][C:23]([C:24]([O:26][CH2:27][CH3:28])=[O:25])=[CH:2][C:1](=[O:3])[C:4]=3[CH:5]=2)[N:10]=[C:9]([C:18]([O:20][CH2:21][CH3:33])=[O:19])[CH:8]=1. Procedure details: Methyl 6-acetyl-4-chloro-7-hydroxy-8-propyl-quinoline-2-carboxylate (1.0 g) and diethyl oxalate (3.7 mls) in dry dimethylformamide (25 mls) was added to ether washed 50% sodium hydride (0.65 g) suspended in dry dimethyl formamide (25 mls) under nitrogen with stirring. The reaction mixture was stirred for 5 hours at room temperature, poured into ethyl acetate, aqueous acetic acid was added and the organic layer separated, washed well with water and dried. The solvent was evaporated, the residue d... Reactants: CCCC[N+](CCCC)(CCCC)CCCC, Cc1ccccc1, O=S(=O)(Cl)c1ccc(Cl)cc1, Fc1ccc2[nH]ccc2c1, [Na+], [OH-], O, O=S(=O)([O-])O. Product: O=S(=O)(c1ccc(Cl)cc1)n1ccc2cc(F)ccc21. As a reaction SMILES: [CH2:36]([N+:37]([CH2:38][CH2:39][CH2:40][CH3:41])([CH2:42][CH2:43][CH2:44][CH3:45])[CH2:46][CH2:47][CH2:48][CH3:49])[CH2:50][CH2:51][CH3:52].[CH3:24][c:25]1[cH:26][cH:27][cH:28][cH:29][cH:30]1.[Cl:11][c:12]1[cH:13][cH:14][c:15]([S:18](=[O:19])(=[O:20])[Cl:21])[cH:16][cH:17]1.[F:1][c:2]1[cH:3][c:4]2[cH:5][cH:6][nH:7][c:8]2[cH:9][cH:10]1.[Na+:23].[OH-:22].[OH2:53].[S:31]([O-:32])([OH:33])(=[O:34])=[O:35]>>[F:1][c:2]1[cH:3][c:4]2[cH:5][cH:6][n:7]([S:18]([c:15]3[cH:14][cH:13][c:12]([Cl:11])[cH:17][cH:16]3)(=[O:19])=[O:20])[c:8]2[cH:9][cH:10]1. Starting materials: C(\C=C\C)[C@@H]1C(O[C@H](C1)C1=CC=C(C=C1)F)=O ((3S,5R)-3-((E)-but-2-enyl)-5-(4-fluorophenyl)dihydrofuran-2(3H)-one). The solvent is C1=CC=CC=C1 (benzene). Run at time 20 hour. The product is C(CCC)[C@@H]1C(O[C@H](C1)C1=CC=C(C=C1)F)=O ((3S,5R)-3-butyl-5-(4-fluorophenyl)dihydrofuran-2(3H)-one). The yield is 92.5%. As a reaction SMILES: [CH2:1]([C@H:5]1[CH2:9][C@H:8]([C:10]2[CH:15]=[CH:14][C:13]([F:16])=[CH:12][CH:11]=2)[O:7][C:6]1=[O:17])/[CH:2]=[CH:3]/[CH3:4]>C1C=CC=CC=1>[CH2:1]([C@H:5]1[CH2:9][C@H:8]([C:10]2[CH:11]=[CH:12][C:13]([F:16])=[CH:14][CH:15]=2)[O:7][C:6]1=[O:17])[CH2:2][CH2:3][CH3:4]. Procedure: (3S,5R)-3-((E)-but-2-enyl)-5-(4-fluorophenyl)dihydrofuran-2(3H)-one (100.0 mg, 0.43 mmol) was dissolved into 8 mL benzene and to it added Wilkinson catalysis (39.0 mg, 0.4 mmol). The solution was saturated with H2 (stream of H2 bubbled through solution) and then stirred for 20 h at room temperature under an atmosphere of hydrogen balloon. The solvent was removed under reduced pressure and the product isolated by flash column chromatography eluting with 3% to 30% ethyl acetate/hexane to give 94 m... Reactants: C1(=CC=CC=C1)S(=O)(=O)N1C=CC2=CC(=CC=C12)NC=1C2=C(N=CN1)C=C(S2)C2=CC=CC=C2 ([1-benzenesulfonyl-1H-indol-5-yl]-(6-phenyl-thieno[3,2-d]pyrimidin-4-yl )-amine), C(C)N(CC)C(CC)O (diethylamino-propanol). The product is C(C)N(CCCN1C=CC2=CC(=CC=C12)NC=1C2=C(N=CN1)C=C(S2)C2=CC=CC=C2)CC ([1-(3-Diethylamino-propyl)-1H-indol-5-yl]-(6-phenyl-thieno[3,2-d]pyrimidin-4-yl) -amine). RXN SMILES: C1(S([N:10]2[C:18]3[C:13](=[CH:14][C:15]([NH:19][C:20]4[C:21]5[S:28][C:27]([C:29]6[CH:34]=[CH:33][CH:32]=[CH:31][CH:30]=6)=[CH:26][C:22]=5[N:23]=[CH:24][N:25]=4)=[CH:16][CH:17]=3)[CH:12]=[CH:11]2)(=O)=O)C=CC=CC=1.[CH2:35]([N:37]([CH:40](O)[CH2:41][CH3:42])[CH2:38][CH3:39])[CH3:36]>>[CH2:35]([N:37]([CH2:38][CH3:39])[CH2:40][CH2:41][CH2:42][N:10]1[C:18]2[C:13](=[CH:14][C:15]([NH:19][C:20]3[C:21]4[S:28][C:27]([C:29]5[CH:34]=[CH:33][CH:32]=[CH:31][CH:30]=5)=[CH:26][C:22]=4[N:23]=[CH:24][N:25]=3)=[CH:16][CH:17]=2)[CH:12]=[CH:11]1)[CH3:36]. Reported procedure: The title compound was prepared from [1-benzenesulfonyl-1H-indol-5-yl]-(6-phenyl-thieno[3,2-d]pyrimidin-4-yl )-amine (246 mg, 1.00 mmol) and diethylamino-propanol (120 mg, 0.939 mmol) by a procedure analogous to example 69. RP18-HPLC RT: 4.55 minutes; API MS: 455.63 (M+1) MP: 178-180° C. Procedure: 2-(4-Amino-3-propylphenyl)-1,1,1,3,3,3-hexafluoropropan-2-ol (33.2 mmol, 10 g) was dissolved in dioxane (15 mL) and water (30 mL) was added. The suspension was heated to reflux then hydrobromic acid (48% weight in water, 149 mmol, 17 mL) was added drop wise via an addition funnel over a 20 minute period. The mixture was heated for a further 20 minutes before cooling to 0° C. A solution of sodium nitrite (33.2 mmol, 2.290 g) in water (30 mL) was added to the mixture over a 30 minute period and th... The reactants are N(=O)[O-].[Na+] (sodium nitrite), Br (hydrobromic acid), NC1=C(C=C(C=C1)C(C(F)(F)F)(C(F)(F)F)O)CCC (2-(4-Amino-3-propylphenyl)-1,1,1,3,3,3-hexafluoropropan-2-ol), Br (hydrobromic acid). Product: BrC1=C(C=C(C=C1)C(C(F)(F)F)(C(F)(F)F)O)CCC (2-(4-Bromo-3-propylphenyl)-1,1,1,3,3,3-hexafluoropropan-2-ol). Conditions: temperature 0 celsius, time 30 minute. Solvent: O (water), O (water), O1CCOCC1 (dioxane), O (water). As a reaction SMILES: N[C:2]1[CH:7]=[CH:6][C:5]([C:8]([OH:17])([C:13]([F:16])([F:15])[F:14])[C:9]([F:12])([F:11])[F:10])=[CH:4][C:3]=1[CH2:18][CH2:19][CH3:20].[BrH:21].N([O-])=O.[Na+]>O1CCOCC1.O.[Cu]Br>[Br:21][C:2]1[CH:7]=[CH:6][C:5]([C:8]([OH:17])([C:13]([F:16])([F:15])[F:14])[C:9]([F:12])([F:11])[F:10])=[CH:4][C:3]=1[CH2:18][CH2:19][CH3:20] |f:2.3|. Reagents/catalysts: [Cu]Br (copper (I) bromide). Isolated yield 50.3%.